Dataset: the Open Reaction Database (ORD), a public repository of structured organic reaction records. Task: describe an organic reaction: reactants, conditions, products, and yield The reactants are 2,3-dichlorophenyl isocyanide dichloride, O1CNCC1 (oxazolidine), C(=O)NC1=CC=CC=C1 (formanilide), C1CCCC12OCC1(CCCC1)N2 (13-aza-6-oxadispiro[4.2.4.1]tridecane), ClC1=C(N)C=CC=C1Cl (2,3-Dichloroaniline), 2,3-dichloroformanilide, OCCN (2-hydroxyethylamine). The product is Cl.OCC1(CCCC1)N (1-Hydroxymethylcyclopentanamine HCl salt), C1(CCCC1)NC1(CCCC1)CO (1-(cyclopentylamino)-1-(hydroxymethyl)cyclopentane). RXN SMILES: [Cl:1]C1C(Cl)=CC=CC=1N.C(NC1C=CC=CC=1)=O.OCCN.[CH2:23]1[C:27]2([NH:35][C:30]3([CH2:34][CH2:33][CH2:32][CH2:31]3)[CH2:29][O:28]2)[CH2:26][CH2:25][CH2:24]1.O1CCNC1>>[ClH:1].[OH:28][CH2:29][C:30]1([NH2:35])[CH2:34][CH2:33][CH2:32][CH2:31]1.[CH:27]1([NH:35][C:30]2([CH2:29][OH:28])[CH2:34][CH2:33][CH2:32][CH2:31]2)[CH2:23][CH2:24][CH2:25][CH2:26]1 |f:5.6|. Procedure: 2,3-Dichloroaniline was converted to the 2,3-dichloroformanilide according to Method A3a, Step 1. The formanilide was converted to 2,3-dichlorophenyl isocyanide dichloride according to Method A3a, Step 2. 1-Hydroxymethylcyclopentanamine HCl salt was synthesized according to Method B1c. The 2-hydroxyethylamine was converted to 13-aza-6-oxadispiro[4.2.4.1]tridecane according to Method B4d, Step 1. The oxazolidine was reductively opened according to Method B4d, Step 2 to give 1-(cyclopentylamino)-1... The reactants are FC1=C(C(=CC=C1)C(F)(F)F)C1CCN(CC1)C(=O)C1=NNC=2CN(CCC21)C(=O)OC(C)(C)C (tert-butyl 3-(4-(2-fluoro-6-(trifluoromethyl)phenyl) piperidine-1-carbonyl)-4,5-dihydro-1H-pyrazolo[3,4-c]pyridine-6 (7H)-carboxylate), Cl (HCl). Run in CCOCC (Et2O), C(Cl)Cl (CH2Cl2). Run at time 18 hour. Yields the product Cl.FC1=C(C(=CC=C1)C(F)(F)F)C1CCN(CC1)C(=O)C1=NNC=2CNCCC21 ((4-(2-Fluoro-6-(trifluoromethyl)phenyl)piperidin-1-yl)(4,5,6,7-tetrahydro-1H-pyrazolo[3,4-c]pyridin-3-yl) methanone Hydrochloride). Yield: 97.0%. RXN SMILES: [F:1][C:2]1[CH:7]=[CH:6][CH:5]=[C:4]([C:8]([F:11])([F:10])[F:9])[C:3]=1[CH:12]1[CH2:17][CH2:16][N:15]([C:18]([C:20]2[C:28]3[CH2:27][CH2:26][N:25](C(OC(C)(C)C)=O)[CH2:24][C:23]=3[NH:22][N:21]=2)=[O:19])[CH2:14][CH2:13]1.[ClH:36]>C(Cl)Cl.CCOCC>[ClH:36].[F:1][C:2]1[CH:7]=[CH:6][CH:5]=[C:4]([C:8]([F:11])([F:10])[F:9])[C:3]=1[CH:12]1[CH2:17][CH2:16][N:15]([C:18]([C:20]2[C:28]3[CH2:27][CH2:26][NH:25][CH2:24][C:23]=3[NH:22][N:21]=2)=[O:19])[CH2:14][CH2:13]1 |f:4.5|. Procedure details: To a solution of tert-butyl 3-(4-(2-fluoro-6-(trifluoromethyl)phenyl)piperidine-1-carbonyl)-4,5-dihydro-1H pyrazolo[3,4-c]pyridine-6(7H)-carboxylate (55, 94 mg, 0.19 mmol) in CH2Cl2 (3 mL) was added HCl (2N in Et2O, 3 mL). The mixture was stirred for 18 h at ambient temperature. The reaction mixture was diluted with Et2O (20 mL) and the mixture concentrated under reduced pressure to yield (4-(2-fluoro-6-(trifluoromethyl)phenyl)piperidin-1-yl)(4,5,6,7-tetrahydro-1H-pyrazolo[3,4-c]pyridin-3-yl)met... The reactants are C(=C)C1=C(C=O)C=CC=C1 (2-vinylbenzaldehyde), C[Si](C)(C)Cl (trimethylsilyl chloride), C(CO)O (ethylene glycol). Run in C([O-])(O)=O.[Na+] (sodium bicarbonate). Conditions: time 16 hour. The product is C1COC(C2=C(C=CC=C2)C=C)O1 (2-Vinylbenzaldehyde ethylene acetal). Reaction SMILES: [CH:1]([C:3]1[CH:10]=[CH:9][CH:8]=[CH:7][C:4]=1[CH:5]=[O:6])=[CH2:2].C[Si](Cl)(C)C.[CH2:16](O)[CH2:17][OH:18]>C(=O)(O)[O-].[Na+]>[CH2:17]1[O:18][CH:5]([C:4]2[CH:7]=[CH:8][CH:9]=[CH:10][C:3]=2[CH:1]=[CH2:2])[O:6][CH2:16]1 |f:3.4|. Procedure: A mixture of 2-vinylbenzaldehyde (2.9 g, 22 mmol) and trimethylsilyl chloride (11 ml) in ethylene glycol (95 ml) was stirred for 16 h, diluted with saturated sodium bicarbonate solution, extracted with ether, dried over sodium sulphate and evaporated to afford a colourless oil (2.7 g), MS (+EI) 176 (M+), 1H NMR (CDCl3) 7.57 (1H, m), 7.53 (1H, dd, J1.5, 7.5 Hz), 7.36-7.30 (2H, m), 7.14 (1H, dd, J11, 17.4 Hz), 6.04 (1H, s) 5.69 (1H, dd, J1.3, 17.4 Hz), 5.34 (1H, dd, J1.3, 11.0 Hz), 4.18-4.04 (2H, ... Reactants: COC(C1=CN=C(C=C1)OCC=1C(=NOC1CO)C1=CC=CC=C1)=O (6-(5-hydroxymethyl-3-phenyl-isoxazol-4-ylmethoxy)-nicotinic acid methyl ester), C(O)CN (ethanolamine), N12CCCN=C2NCCC1 (1,5,7-triazabicyclo[4.4.0]dec-5-ene). Run in C1(=CC=CC=C1)C (toluene). Conditions: time 68 hour. Yields the product OCCNC(C1=CN=C(C=C1)OCC=1C(=NOC1CO)C1=CC=CC=C1)=O (N-(2-Hydroxy-ethyl)-6-(5-hydroxymethyl-3-phenyl-isoxazol-4-ylmethoxy)-nicotinamide). Isolated yield 84.6%. As a reaction SMILES: CO[C:3](=[O:25])[C:4]1[CH:9]=[CH:8][C:7]([O:10][CH2:11][C:12]2[C:13]([C:19]3[CH:24]=[CH:23][CH:22]=[CH:21][CH:20]=3)=[N:14][O:15][C:16]=2[CH2:17][OH:18])=[N:6][CH:5]=1.[CH2:26]([CH2:28][NH2:29])[OH:27].N12CCCNC1=NCCC2>C1(C)C=CC=CC=1>[OH:27][CH2:26][CH2:28][NH:29][C:3](=[O:25])[C:4]1[CH:9]=[CH:8][C:7]([O:10][CH2:11][C:12]2[C:13]([C:19]3[CH:20]=[CH:21][CH:22]=[CH:23][CH:24]=3)=[N:14][O:15][C:16]=2[CH2:17][OH:18])=[N:6][CH:5]=1. Procedure details: To a stirred solution of 6-(5-hydroxymethyl-3-phenyl-isoxazol-4-ylmethoxy)-nicotinic acid methyl ester (0.11 g, 0.32 mmol) in toluene (0.5 mL) was added ethanolamine (0.03 g, 0.39 mmol) and 1,5,7-triazabicyclo[4.4.0]dec-5-ene (0.03 g, 0.17 mmol). The reaction mixture was stirred for 68 h, adsorbed on silica gel and purification by chromatography (silica, dichloromethane:methanol=100:0 to 90:10) afforded the title compound as a white solid (0.10 g, 85%). MS: m/e=370.1 [M+H]+. Starting materials: C=1C=NC2=CC3=C(C=C2N1)C4CC3CNC4 (Varenicline), Cl (Hydrochloric acid). Solvent: CC(C)(C)OC (MTBE). Run at time 3 hour. The product is C1C2CNCC1C3=CC4=NC=CN=C4C=C23.Cl (Varenicline Hydrochloride). As a reaction SMILES: [CH:1]1[CH:2]=[N:3][C:4]2[C:9]([N:10]=1)=[CH:8][C:7]1[CH:11]3[CH2:16][NH:15][CH2:14][CH:13]([C:6]=1[CH:5]=2)[CH2:12]3.[ClH:17]>CC(OC)(C)C>[CH2:12]1[CH:13]2[C:6]3[C:7]([CH:11]1[CH2:16][NH:15][CH2:14]2)=[CH:8][C:9]1[C:4](=[N:3][CH:2]=[CH:1][N:10]=1)[CH:5]=3.[ClH:17] |f:3.4|. Procedure details: Varenicline base (2.3 g) was suspended in 20 mL of MTBE. Hydrochloric acid (1.1 g of 37% aqueous solution) was added and the mixture was stirred for 3 h at room temperature. The mixture was filtered and dried under vacuum at 40° C. XRD Analysis: Form II. Starting materials: COC1=C(C(=O)NCCC2=CC=C(C=C2)C2=CC=C(C=C2)O)C=C(C=C1)Cl (4-[2-(2-methoxy-5-chlorobenzamido)-ethyl]-4'-hydroxy-biphenyl), BrC(C(=O)OCC)C (ethyl 2-bromo-propionate). Product: COC1=C(C(=O)NCCC2=CC=C(C=C2)C2=CC=C(C=C2)OC(C(=O)OCC)C)C=C(C=C1)Cl (Ethyl 2-{4-[2-(2-methoxy-5-chloro-benzamido)-ethyl]-biphenyl-4'-oxy}-propionate). The yield is 26.0%. As a reaction SMILES: [CH3:1][O:2][C:3]1[CH:26]=[CH:25][C:24]([Cl:27])=[CH:23][C:4]=1[C:5]([NH:7][CH2:8][CH2:9][C:10]1[CH:15]=[CH:14][C:13]([C:16]2[CH:21]=[CH:20][C:19]([OH:22])=[CH:18][CH:17]=2)=[CH:12][CH:11]=1)=[O:6].Br[CH:29]([CH3:35])[C:30]([O:32][CH2:33][CH3:34])=[O:31]>>[CH3:1][O:2][C:3]1[CH:26]=[CH:25][C:24]([Cl:27])=[CH:23][C:4]=1[C:5]([NH:7][CH2:8][CH2:9][C:10]1[CH:11]=[CH:12][C:13]([C:16]2[CH:21]=[CH:20][C:19]([O:22][CH:29]([CH3:35])[C:30]([O:32][CH2:33][CH3:34])=[O:31])=[CH:18][CH:17]=2)=[CH:14][CH:15]=1)=[O:6]. Procedure: Ethyl 2-{4-[2-(2-methoxy-5-chloro-benzamido)-ethyl]-biphenyl-4'-oxy}-propionate was prepared from 4-[2-(2-methoxy-5-chlorobenzamido)-ethyl]-4'-hydroxy-biphenyl and ethyl 2-bromo-propionate analogous to Example 1. Yield: 26% of theory; m.p. <20° C. The reactants are C[Si](Cl)(C)C (trimethylchlorosilane), C(C)(C)(C)C1=CC=C(C=C1)C(C(CN1CC(OC(C1)C)C)C)O (1-(p-tert.-butyl-phenyl)-2-methyl-3-(2,6-dimethylmorpholin-4-yl)-1-propanol). Run in petroleum ether, petroleum ether, C(C)N(CC)CC (triethylamine). The product is C(C)(C)(C)C1=CC=C(C=C1)C(C(CN1CC(OC(C1)C)C)C)O[Si](C)(C)C (1-(p-tert.-butyl-phenyl)-1-trimethylsilyloxy-2-methyl-3-(2,6-dimethylmorpholin-4-yl)-propane). Isolated yield 102.1%. As a reaction SMILES: [C:1]([C:5]1[CH:10]=[CH:9][C:8]([CH:11]([OH:23])[CH:12]([CH3:22])[CH2:13][N:14]2[CH2:19][CH:18]([CH3:20])[O:17][CH:16]([CH3:21])[CH2:15]2)=[CH:7][CH:6]=1)([CH3:4])([CH3:3])[CH3:2].[CH3:24][Si:25]([CH3:28])([CH3:27])Cl>C(N(CC)CC)C>[C:1]([C:5]1[CH:6]=[CH:7][C:8]([CH:11]([O:23][Si:25]([CH3:28])([CH3:27])[CH3:24])[CH:12]([CH3:22])[CH2:13][N:14]2[CH2:15][CH:16]([CH3:21])[O:17][CH:18]([CH3:20])[CH2:19]2)=[CH:9][CH:10]=1)([CH3:4])([CH3:2])[CH3:3]. Reported procedure: 10 g (0.03 mole) of 1-(p-tert.-butyl-phenyl)-2-methyl-3-(2,6-dimethylmorpholin-4-yl)-1-propanol (obtanied according to Example 2) were dissolved in 160 ml of petroleum ether with 4.4 ml of triethylamine at room temperature and 3.4 g of trimethylchlorosilane in 40 ml of petroleum ether were added dropwise. The precipitate was filtered off and the filtrate was concentrated. 12 g (98% of theory) of 1-(p-tert.-butyl-phenyl)-1-trimethylsilyloxy-2-methyl-3-(2,6-dimethylmorpholin-4-yl)-propane were obt... The reactants are CCO, O=C1COC(=O)C1, NC(=O)Nc1ccccc1. Product: O=C(NC1=CC(=O)OC1)Nc1ccccc1. Reaction SMILES: [CH3:18][CH2:19][OH:20].[O:11]1[C:12](=[O:17])[CH2:13][C:14](=[O:16])[CH2:15]1.[c:1]1([NH:7][C:8](=[O:9])[NH2:10])[cH:2][cH:3][cH:4][cH:5][cH:6]1>>[c:1]1([NH:7][C:8](=[O:9])[NH:10][C:14]2=[CH:13][C:12](=[O:17])[O:11][CH2:15]2)[cH:2][cH:3][cH:4][cH:5][cH:6]1.